Dataset: the Open Reaction Database (ORD), a public repository of structured organic reaction records. Task: describe an organic reaction: reactants, conditions, products, and yield Starting materials: Cl (hydrochloric acid), FC(C(=O)N1CCN(CC1)C(=O)OC(C)(C)C)(F)F (tert-Butyl 4-(2,2,2-trifluoroacetyl)piperazine-1-carboxylate), [OH-].[Na+] (sodium hydroxide). Solvent: C(C)(=O)OCC (ethyl acetate), O1CCCC1 (tetrahydrofuran). Product: FC(CN1CCN(CC1)C(=O)OC(C)(C)C)(F)F (tert-butyl 4-(2,2,2-trifluoroethyl)piperazine-1-carboxylate). Isolated yield 72.6%. Reaction SMILES: [F:1][C:2]([F:19])([F:18])[C:3]([N:5]1[CH2:10][CH2:9][N:8]([C:11]([O:13][C:14]([CH3:17])([CH3:16])[CH3:15])=[O:12])[CH2:7][CH2:6]1)=O.Cl.[OH-].[Na+]>O1CCCC1.C(OCC)(=O)C>[F:19][C:2]([F:1])([F:18])[CH2:3][N:5]1[CH2:6][CH2:7][N:8]([C:11]([O:13][C:14]([CH3:15])([CH3:16])[CH3:17])=[O:12])[CH2:9][CH2:10]1 |f:2.3|. Reported procedure: tert-Butyl 4-(2,2,2-trifluoroacetyl)piperazine-1-carboxylate (0.908 g, 3.22 mmol) was added to a solution of borane-tetrahydrofuran complex (8 mmol) in tetrahydrofuran (24 mL) and the reaction mixture was heated at reflux for 2 h. After cooling, 2 N hydrochloric acid (4 mL) was carefully added and the reaction mixture was stirred until gas evolution ceased and then diluted with ethyl acetate (200 mL). Aqueous sodium hydroxide (0.2 M, 75 mL) was then added and the phases were separated. The organ... Product: NNCC(O)(Cn1cncn1)c1ccc(F)cc1F. As a reaction SMILES: [F:1][c:2]1[c:3]([C:9]2([CH2:12][n:13]3[n:14][cH:15][n:16][cH:17]3)[O:10][CH2:11]2)[cH:4][cH:5][c:6]([F:8])[cH:7]1.[NH2:19][NH2:20].[OH2:18]>>[F:1][c:2]1[c:3]([C:9]([OH:10])([CH2:11][NH:19][NH2:20])[CH2:12][n:13]2[n:14][cH:15][n:16][cH:17]2)[cH:4][cH:5][c:6]([F:8])[cH:7]1. Starting materials: Fc1ccc(C2(Cn3cncn3)CO2)c(F)c1, NN, O. The reactants are ClCCCN1C=NC2=C1C=CC=C2 (1-(3-chloropropyl)-1H-benzimidazole), FC1=CC=C(C=C1)C(N1CCNCC1)C1=CC=C(C=C1)F (1-[bis(4-fluorophenyl)methyl]piperazine), C([O-])([O-])=O.[Na+].[Na+] (sodium carbonate), [I-].[K+] (potassium iodide). Run in O (water), O (water), CC(CC(C)=O)C (4-methyl-2-pentanone). Yields the product O.FC1=CC=C(C=C1)C(N1CCN(CC1)CCCN1C=NC2=C1C=CC=C2)C2=CC=C(C=C2)F (1-[3-{4-[bis(4-fluorophenyl)methyl]-1-piperazinyl}propyl]-1H-benzimidazole hydrate). Reaction SMILES: Cl[CH2:2][CH2:3][CH2:4][N:5]1[C:9]2[CH:10]=[CH:11][CH:12]=[CH:13][C:8]=2[N:7]=[CH:6]1.[F:14][C:15]1[CH:20]=[CH:19][C:18]([CH:21]([C:28]2[CH:33]=[CH:32][C:31]([F:34])=[CH:30][CH:29]=2)[N:22]2[CH2:27][CH2:26][NH:25][CH2:24][CH2:23]2)=[CH:17][CH:16]=1.C(=O)([O-])[O-:36].[Na+].[Na+].[I-].[K+]>O.CC(C)CC(=O)C>[OH2:36].[F:34][C:31]1[CH:30]=[CH:29][C:28]([CH:21]([C:18]2[CH:19]=[CH:20][C:15]([F:14])=[CH:16][CH:17]=2)[N:22]2[CH2:23][CH2:24][N:25]([CH2:2][CH2:3][CH2:4][N:5]3[C:9]4[CH:10]=[CH:11][CH:12]=[CH:13][C:8]=4[N:7]=[CH:6]3)[CH2:26][CH2:27]2)=[CH:33][CH:32]=1 |f:2.3.4,5.6,9.10|. Procedure: A mixture of 4.9 parts of 1-(3-chloropropyl)-1H-benzimidazole, 5.76 parts of 1-[bis(4-fluorophenyl)methyl]piperazine, 5.3 parts of sodium carbonate, 0.1 parts of potassium iodide and 200 parts of 4-methyl-2-pentanone is stirred and refluxed for 20 hours with water-separator. The reaction mixture is cooled, water is added and the layers are separated. The organic phase is dried, filtered and evaporated. The residue is crystallized from a mixture of 4-methyl-2-pentanone and 2,2'-oxybispropane. The... Reactants: C1(=CC=CC=C1)CC1=C(C(=O)NC2=CC=C(C(=O)[O-])C=C2)C=CC=C1.[Na+] (sodium 4-[[2-(phenylmethyl)benzoyl]amino]benzoate), C(C)(=O)O (acetic acid). The solvent is O (water). Yields the product C1(=CC=CC=C1)CC1=C(C(=O)NC2=CC=C(C(=O)O)C=C2)C=CC=C1 (4-[[2-(Phenylmethyl)benzoyl]amino]benzoic Acid). Isolated yield 100.0%. As a reaction SMILES: [C:1]1([CH2:7][C:8]2[CH:25]=[CH:24][CH:23]=[CH:22][C:9]=2[C:10]([NH:12][C:13]2[CH:21]=[CH:20][C:16]([C:17]([O-:19])=[O:18])=[CH:15][CH:14]=2)=[O:11])[CH:6]=[CH:5][CH:4]=[CH:3][CH:2]=1.[Na+].C(O)(=O)C>O>[C:1]1([CH2:7][C:8]2[CH:25]=[CH:24][CH:23]=[CH:22][C:9]=2[C:10]([NH:12][C:13]2[CH:14]=[CH:15][C:16]([C:17]([OH:19])=[O:18])=[CH:20][CH:21]=2)=[O:11])[CH:2]=[CH:3][CH:4]=[CH:5][CH:6]=1 |f:0.1|. Procedure: A mixture of 4.0 g sodium 4-[[2-(phenylmethyl)benzoyl]amino]benzoate is suspended in water and the pH adjusted to 5 with acetic acid. The solid is collected by filtration and dried at 80° C. in vacuo to give 3.75 g of the desired product, 246°-247° C. M+ =332.